describe an organic reaction: reactants, conditions, products, and yield From a dataset of the Open Reaction Database (ORD), a public repository of structured organic reaction records. Starting materials: Cl[SiH](Cl)Cl (trichlorosilane), C1(=CC=CC=C1)C (toluene), S(O)(O)(=O)=O (sulfuric acid), C1(=CC=CC=C1)C (toluene), S(O)(O)(=O)=O (sulfuric acid). Conditions: time 30 minute. The product is O.C=1(C(=CC=CC1)S(=O)(=O)O)C (Toluenesulfonic acid monohydrate), hydrogen silsesquioxane. As a reaction SMILES: [C:1]1([CH3:7])[CH:6]=[CH:5][CH:4]=[CH:3][CH:2]=1.[S:8](=O)(=[O:11])([OH:10])[OH:9].Cl[SiH](Cl)Cl>>[OH2:9].[C:1]1([CH3:7])[C:6]([S:8]([OH:11])(=[O:10])=[O:9])=[CH:5][CH:4]=[CH:3][CH:2]=1 |f:3.4|. Procedure details: Toluenesulfonic acid monohydrate was prepared by dripping 6 moles toluene over a period of 1 hour into a mixture of 3.75 moles sulfuric acid and 2.25 moles fuming sulfuric acid at a mixture temperature of 45° C. to 60° C. and then ageing for an additional 30 minutes at 45° C. Into this product was then dripped the mixture of 1 mole trichlorosilane and 6.6 moles toluene over a period of 5 hours at 30° C. followed by ageing for 30 minutes at 45° C. After cooling and layer separation, the toluenesu... Reactants: COC(=O)c1cccc(COc2ccc(-c3cc(F)c(F)cc3OC)cc2)c1, CO, [K+], [OH-]. Product: COc1cc(F)c(F)cc1-c1ccc(OCc2cccc(C(=O)O)c2)cc1. As a reaction SMILES: [CH3:1][O:2][C:3]([c:4]1[cH:5][c:6]([CH2:10][O:11][c:12]2[cH:13][cH:14][c:15](-[c:18]3[c:19]([O:26][CH3:27])[cH:20][c:21]([F:25])[c:22]([F:24])[cH:23]3)[cH:16][cH:17]2)[cH:7][cH:8][cH:9]1)=[O:28].[CH3:31][OH:32].[K+:30].[OH-:29]>>[O:2]=[C:3]([c:4]1[cH:5][c:6]([CH2:10][O:11][c:12]2[cH:13][cH:14][c:15](-[c:18]3[c:19]([O:26][CH3:27])[cH:20][c:21]([F:25])[c:22]([F:24])[cH:23]3)[cH:16][cH:17]2)[cH:7][cH:8][cH:9]1)[OH:28]. Starting materials: BrCCCCBr, CC(C)(C)c1cc(Br)ccc1N, [H-], [Na+]. Yields the product CC(C)(C)c1cc(Br)ccc1N1CCCC1. Reaction SMILES: [Br:15][CH2:16][CH2:17][CH2:18][CH2:19][Br:20].[Br:1][c:2]1[cH:3][c:4]([C:9]([CH3:10])([CH3:11])[CH3:12])[c:5]([NH2:8])[cH:6][cH:7]1.[H-:13].[Na+:14]>>[Br:1][c:2]1[cH:3][c:4]([C:9]([CH3:10])([CH3:11])[CH3:12])[c:5]([N:8]2[CH2:16][CH2:17][CH2:18][CH2:19]2)[cH:6][cH:7]1. Reactants: ClC1=CC(=NC=2N1N=CN2)C2=CC(=CC=C2)C(F)(F)F (7-chloro-5-(m-trifluoromethylphenyl)-1,2,4-triazolo[1,5-a]pyrimidine), C(C)(=O)[O-].[Na+] (sodium acetate). Reagents/catalysts: [Pd] (palladium on charcoal). Run in C(C)O (ethanol). Run at time 30 minute. Yields the product FC(C=1C=C(C=CC1)C1=NC=2N(C=C1)N=CN2)(F)F (5-(m-Trifluoromethylphenyl)-1,2,4-triazolo[1,5-a]pyrimidine). RXN SMILES: Cl[C:2]1[N:7]2[N:8]=[CH:9][N:10]=[C:6]2[N:5]=[C:4]([C:11]2[CH:16]=[CH:15][CH:14]=[C:13]([C:17]([F:20])([F:19])[F:18])[CH:12]=2)[CH:3]=1.C([O-])(=O)C.[Na+]>[Pd].C(O)C>[F:20][C:17]([F:18])([F:19])[C:13]1[CH:12]=[C:11]([C:4]2[CH:3]=[CH:2][N:7]3[N:8]=[CH:9][N:10]=[C:6]3[N:5]=2)[CH:16]=[CH:15][CH:14]=1 |f:1.2|. Procedure details: A mixture of 0.30 g. of 7-chloro-5-(m-trifluoromethylphenyl)-1,2,4-triazolo[1,5-a]pyrimidine, 0.10 g. of 10% palladium on charcoal catalyst, and 0.09 g. of anhydrous sodium acetate in 100 ml. of absolute ethanol is hydrogenated at 10 lbs. pressure for 30 minutes. The solution is filtered through a Celite pad and then evaporated to dryness. A methylene chloride solution of this material is washed with an aqueous saturated sodium bicarbonate solution. The organic layer, after drying with anhydrous...